From a dataset of the Open Reaction Database (ORD), a public repository of structured organic reaction records. describe an organic reaction: reactants, conditions, products, and yield Starting materials: halogen chloride, monochloride, C(Cl)Cl (methylene dichloride), C(Cl)Cl (methylene dichloride), C(Cl)Cl (methylene dichloride), CC(=C)C1=CC=CC=C1 (α-methylstyrene), N(=C=O)C(C)(C)C1=CC2=CC=C(C=C2C=C1)C(C)(N=C=O)C (2,6-Bis(1-isocyanato-1-methylethyl)naphthalene), [O-]C#N.[Na+] (sodium cyanate), N1=CC=CC=C1 (pyridine). Reagents/catalysts: [Cl-].[Zn+2].[Cl-] (zinc chloride). The solvent is O (water), O (H2O). Conditions: temperature 4 celsius. Product: CC(C1=CC=CC=C1)(C)Cl (α,α-Dimethylbenzylchloride). As a reaction SMILES: [CH3:1][C:2]([C:4]1[CH:9]=[CH:8][CH:7]=[CH:6][CH:5]=1)=[CH2:3].N(C(C1C=CC2C(=CC=C(C(C)(N=C=O)C)C=2)C=1)(C)C)=C=O.[O-]C#N.[Na+].N1C=CC=CC=1.C(Cl)[Cl:43]>[Cl-].[Zn+2].[Cl-].O>[CH3:3][C:2]([Cl:43])([CH3:1])[C:4]1[CH:9]=[CH:8][CH:7]=[CH:6][CH:5]=1 |f:2.3,6.7.8|. Procedure details: α,α-Dimethylbenzylchloride was prepared by passing a stream of dry halogen chloride gas through a solution of methylene dichloride (750 ml) and α-methylstyrene (500 g, 4.2 moles) at 4° C. The reaction and work-up were the same as employed for the preparation of 2,6-Bis(1-isocyanato-1-methylethyl)naphthalene described in Example 8. The resulting monochloride was dissolved in 750 ml. methylene dichloride and was added to a cooled (4° C.) catalyst solution previously prepared from anhydrous, 90% so... Reactants: C(CCCC)S(=O)(=O)O (pentylsulfonic acid), P(Cl)(Cl)(Cl)(Cl)Cl (phosphorus pentachloride). Solvent: C1=CC=CC=C1 (benzene). Yields the product C(CCCC)S(=O)(=O)Cl (pentylsulfonyl chloride). Isolated yield 76.0%. As a reaction SMILES: [CH2:1]([S:6]([OH:9])(=O)=[O:7])[CH2:2][CH2:3][CH2:4][CH3:5].P(Cl)(Cl)(Cl)(Cl)[Cl:11]>C1C=CC=CC=1>[CH2:1]([S:6]([Cl:11])(=[O:9])=[O:7])[CH2:2][CH2:3][CH2:4][CH3:5]. Reported procedure: To a solution of (4R)-4-[5-chloro-2-(acetoxymethyl)phenyl][4-chlorophenyl)sulfonyl]-amino]pentylsulfonic acid (560 mg, 1.07 mmol) in benzene (5 mL) was added phosphorus pentachloride (445 mg, 2.14 mmol) at 22° C. The mixture was heated to reflux for 2 hours. This mixture was concentrated under reduced pressure and rediluted with CH2Cl2 (100 mL). This solution was washed with water (100 mL), dried over Na2SO4 and filtered. The organic solution was concentrated to afford 442 mg of (4R)-4-[5-chloro... Starting materials: [K+], [K+], Nc1c(Nc2cncc(C(F)(F)F)c2)c(=O)c1=O, O=C([O-])[O-], CC(C)(Cc1ccccc1)C(NC(=O)c1ccc(Cl)cc1)n1nnc2ccccc21. The product is CC(C)(Cc1ccccc1)C(NC(=O)c1ccc(Cl)cc1)Nc1c(Nc2cncc(C(F)(F)F)c2)c(=O)c1=O. RXN SMILES: [K+:49].[K+:50].[NH2:1][c:2]1[c:3](=[O:18])[c:4](=[O:17])[c:5]1[NH:6][c:7]1[cH:8][n:9][cH:10][c:11]([C:13]([F:14])([F:15])[F:16])[cH:12]1.[O-:51][C:52]([O-:53])=[O:54].[n:19]1([CH:28]([C:29]([CH2:30][c:31]2[cH:32][cH:33][cH:34][cH:35][cH:36]2)([CH3:37])[CH3:38])[NH:39][C:40]([c:41]2[cH:42][cH:43][c:44]([Cl:47])[cH:45][cH:46]2)=[O:48])[c:20]2[cH:21][cH:22][cH:23][cH:24][c:25]2[n:26][n:27]1>>[NH:1]([c:2]1[c:3](=[O:18])[c:4](=[O:17])[c:5]1[NH:6][c:7]1[cH:8][n:9][cH:10][c:11]([C:13]([F:14])([F:15])[F:16])[cH:12]1)[CH:28]([C:29]([CH2:30][c:31]1[cH:32][cH:33][cH:34][cH:35][cH:36]1)([CH3:37])[CH3:38])[NH:39][C:40]([c:41]1[cH:42][cH:43][c:44]([Cl:47])[cH:45][cH:46]1)=[O:48]. Reactants: CCOP(=O)(CC#N)OCC, C1CCOC1, CC(C)(C)[O-], C[Si](C)(C)CCOCn1ccc2c(-c3cnc(C(=O)C4CCCC4)o3)ncnc21, [K+]. Product: C[Si](C)(C)CCOCn1ccc2c(-c3cnc(C(CC#N)C4CCCC4)o3)ncnc21. RXN SMILES: [C:7](#[N:8])[CH2:9][P:10](=[O:11])([O:12][CH2:13][CH3:14])[O:15][CH2:16][CH3:17].[CH2:47]1[O:48][CH2:49][CH2:50][CH2:51]1.[CH3:1][C:2]([CH3:3])([O-:4])[CH3:5].[CH:18]1([C:23](=[O:24])[c:25]2[o:26][c:27](-[c:30]3[c:31]4[c:32]([n:33][cH:34][n:35]3)[n:36]([CH2:39][O:40][CH2:41][CH2:42][Si:43]([CH3:44])([CH3:45])[CH3:46])[cH:37][cH:38]4)[cH:28][n:29]2)[CH2:19][CH2:20][CH2:21][CH2:22]1.[K+:6]>>[C:7](#[N:8])[CH2:9][CH:23]([CH:18]1[CH2:19][CH2:20][CH2:21][CH2:22]1)[c:25]1[o:26][c:27](-[c:30]2[c:31]3[c:32]([n:33][cH:34][n:35]2)[n:36]([CH2:39][O:40][CH2:41][CH2:42][Si:43]([CH3:44])([CH3:45])[CH3:46])[cH:37][cH:38]3)[cH:28][n:29]1. The reactants are S(=O)(=O)=O (sulphur trioxide), C(C1=CC=CC=C1)(=O)NNC(C1=C(C=CC=C1)C(=O)O)=O (1-benzoyl-2-(2-carboxybenzoyl)-hydrazine). The solvent is CN(C=O)C (D.M.F.), CN(C=O)C (D.M.F.), CN(C=O)C (dimethylformamide). Yields the product C1(C=2C(C(N1NC(C1=CC=CC=C1)=O)=O)=CC=CC2)=O (N-phthalimidobenzamide), ( IV ). Reaction SMILES: S(=O)(=O)=O.[C:5]([NH:13][NH:14][C:15](=[O:25])[C:16]1[CH:21]=[CH:20][CH:19]=[CH:18][C:17]=1[C:22]([OH:24])=O)(=[O:12])[C:6]1[CH:11]=[CH:10][CH:9]=[CH:8][CH:7]=1>CN(C)C=O>[C:15]1(=[O:25])[N:14]([NH:13][C:5](=[O:12])[C:6]2[CH:11]=[CH:10][CH:9]=[CH:8][CH:7]=2)[C:22](=[O:24])[C:17]2=[CH:18][CH:19]=[CH:20][CH:21]=[C:16]12. Reported procedure: Dry dimethylformamide (D.M.F.) (300 ml) was cooled in an ice-bath and with stirring treated dropwise with sulphur trioxide (SO3) (100 ml) such that the temperature did not exceed 5°. With continued ice-bath cooling the D.M.F./SO3 complex was treated dropwise with a solution of 1-benzoyl-2-(2-carboxybenzoyl)-hydrazine (148.5 g, 0.52 mole) dissolved in dry D.M.F. (200 ml). After the addition, the reaction was stirred for a further 1/2 hour at 0° and then for several hours with the ice-bath removed...